This data is from the Open Reaction Database (ORD), a public repository of structured organic reaction records. The task is: describe an organic reaction: reactants, conditions, products, and yield Starting materials: ClC1=NN=C2N1N=C(C=C2)N2CCN(CC2)C (3-chloro-6-(4-methylpiperazin-1-yl)[1,2,4]triazolo[4,3-b]pyridazine), CC(C)(C)N(C([O-])=O)C=1SC2=C(N1)C=CC(=C2)SC2=NN=C1N2N=C(C=C1)N1CCN(CC1)C (1,1-dimethylethyl(6-{[6-(4-methylpiperazin-1-yl)[1,2,4]triazolo[4,3-b]pyridazin-3-yl]sulphanyl}-1,3-benzothiazol-2-yl)carbamate), SCC(O)C(O)CS (DL-dithiothreitol), CC(C)(C)N(C([O-])=O)C=1SC2=C(N1)C=CC(=C2)SC#N (1,1-dimethylethyl(6-thiocyanato-1,3-benzothiazol-2-yl)carbamate), P(=O)(O)(O)[O-].[K+] (potassium dihydrogen phosphate). The solvent is C(C)O (ethanol), O (water). Yields the product Cl.CC(C)(C)N(C(O)=O)C=1SC2=C(N1)C=CC(=C2)SC2=NN=C1N2N=C(C=C1)N1CCN(CC1)C (1,1-dimethylethyl(6-{[6-(4-methylpiperazin-1-yl)[1,2,4]triazolo[4,3-b]pyridazin-3-yl]sulphanyl}-1,3-benzothiazol-2-yl)carbamate hydrochloride). As a reaction SMILES: [CH3:1][C:2]([N:5]([C:9]1[S:10][C:11]2[CH:17]=[C:16]([S:18][C:19]3[N:23]4[N:24]=[C:25]([N:28]5[CH2:33][CH2:32][N:31]([CH3:34])[CH2:30][CH2:29]5)[CH:26]=[CH:27][C:22]4=[N:21][N:20]=3)[CH:15]=[CH:14][C:12]=2[N:13]=1)[C:6](=[O:8])[O-:7])([CH3:4])[CH3:3].CC(N(C1SC2C=C(SC#N)C=CC=2N=1)C(=O)[O-])(C)C.P([O-])(O)(O)=O.[K+].SCC(C(CS)O)O.[Cl:69]C1N2N=C(N3CCN(C)CC3)C=CC2=NN=1>O.C(O)C>[ClH:69].[CH3:4][C:2]([N:5]([C:9]1[S:10][C:11]2[CH:17]=[C:16]([S:18][C:19]3[N:23]4[N:24]=[C:25]([N:28]5[CH2:33][CH2:32][N:31]([CH3:34])[CH2:30][CH2:29]5)[CH:26]=[CH:27][C:22]4=[N:21][N:20]=3)[CH:15]=[CH:14][C:12]=2[N:13]=1)[C:6](=[O:7])[OH:8])([CH3:1])[CH3:3] |f:2.3,8.9|. Reported procedure: The 1,1-dimethylethyl(6-{[6-(4-methylpiperazin-1-yl)[1,2,4]triazolo[4,3-b]pyridazin-3-yl]sulphanyl}-1,3-benzothiazol-2-yl)carbamate can be prepared according to the method described in Example 17a, but using 565 mg of 1,1-dimethylethyl(6-thiocyanato-1,3-benzothiazol-2-yl)carbamate (prepared according to Example 2c), 16 cm3 of ethanol, 16 mg of potassium dihydrogen phosphate in 1.6 cm3 of water, 924 mg of DL-dithiothreitol and 505 mg of 3-chloro-6-(4-methylpiperazin-1-yl)[1,2,4]triazolo[4,3-b]pyr...